From a dataset of the Open Reaction Database (ORD), a public repository of structured organic reaction records. describe an organic reaction: reactants, conditions, products, and yield Starting materials: CC1=C(C(=CC(=C1)C1=C2C=CC=CC2=C(C2=C1C1=C(S2)C=CC=C1)C)C)O (2,6-Dimethyl-4-(6-methyl-benzo[b]naphtho[2,3-d]thiophen-11-yl)-phenol), O[C@H](C(=O)OC)CC1=CC=CC=C1 ((S)-2-Hydroxy-3-phenylpropionic acid, methyl ester). Yields the product CC1=C(O[C@@H](C(=O)O)CC2=CC=CC=C2)C(=CC(=C1)C1=C2C=CC=CC2=C(C2=C1C1=C(S2)C=CC=C1)C)C ((R)-2-[2,6-Dimethyl-4-(6-methyl-benzo[b]naphtho[2,3-d]thiophen-11-yl)-phenoxy]-3-phenyl-propionic acid). Reaction SMILES: [CH3:1][C:2]1[CH:7]=[C:6]([C:8]2[C:17]3[C:18]4[CH:24]=[CH:23][CH:22]=[CH:21][C:19]=4[S:20][C:16]=3[C:15]([CH3:25])=[C:14]3[C:9]=2[CH:10]=[CH:11][CH:12]=[CH:13]3)[CH:5]=[C:4]([CH3:26])[C:3]=1[OH:27].O[C@@H:29]([CH2:34][C:35]1[CH:40]=[CH:39][CH:38]=[CH:37][CH:36]=1)[C:30]([O:32]C)=[O:31]>>[CH3:1][C:2]1[CH:7]=[C:6]([C:8]2[C:17]3[C:18]4[CH:24]=[CH:23][CH:22]=[CH:21][C:19]=4[S:20][C:16]=3[C:15]([CH3:25])=[C:14]3[C:9]=2[CH:10]=[CH:11][CH:12]=[CH:13]3)[CH:5]=[C:4]([CH3:26])[C:3]=1[O:27][C@H:29]([CH2:34][C:35]1[CH:40]=[CH:39][CH:38]=[CH:37][CH:36]=1)[C:30]([OH:32])=[O:31]. Procedure: Prepared from of 2,6-dimethyl-4-(6-methyl-benzo[b]naphtho [2,3-d]thiophen-11-yl)-phenol (Example 25) and (S)-2-hydroxy-3-phenylpropionic acid, methyl ester (Example 96). White solid: NMR (DMSO-d6); δ13.0 (broad band, 1 H), 8.18 (d, J=8 Hz, 1 H), 7.91(d, J=8 Hz, 1 H), 7.61 - 7.53 (m, 2 H), 7.43 (ddd, J=8, 7, 1 Hz, 1 H), 7.45 - 7.28(m, 5 H), 7.25 - 7.21 m, 1 H), 7.01 (ddd, J=8, 7, 1 Hz, 1 H), 6.95 (d, J=5 Hz, 2 H), 6.53 (d, J=8Hz, 1 H), 4.75 (t, J=7 Hz, 1 H), 3.32 - 3.24 (m, 2 H), 2.87 (s, 3 H), 2... Reactants: CC(C)c1ccccc1NC#N, Clc1ccccc1, Cl, Nc1cccc2ccccc12, Nc1cccc2ccccc12. Yields the product CC(C)c1ccccc1NC(=N)Nc1cccc2ccccc12. Reaction SMILES: [CH:1]([CH3:2])([CH3:3])[c:4]1[c:5]([NH:10][C:11]#[N:12])[cH:6][cH:7][cH:8][cH:9]1.[Cl:36][c:37]1[cH:38][cH:39][cH:40][cH:41][cH:42]1.[ClH:13].[NH2:25][c:26]1[c:27]2[c:28]([cH:29][cH:30][cH:31][cH:32]2)[cH:33][cH:34][cH:35]1.[c:14]1([NH2:24])[cH:15][cH:16][cH:17][c:18]2[cH:19][cH:20][cH:21][cH:22][c:23]12>>[CH:1]([CH3:2])([CH3:3])[c:4]1[c:5]([NH:10][C:11](=[NH:12])[NH:24][c:14]2[cH:15][cH:16][cH:17][c:18]3[cH:19][cH:20][cH:21][cH:22][c:23]23)[cH:6][cH:7][cH:8][cH:9]1. The reactants are C(C1=CC=CC=C1)OC(=O)N[C@@H](C)C(=O)N1[C@H](C(=O)NC2=CC=CC=C2)CCC1 (N-benzyloxycarbonyl-L-alanyl-L-proline anilide), Br (hydrogen bromide), CCOCC (ether). Run in 4-N, C(C)(=O)O (acetic acid). Conditions: time 1 hour. Yields the product Br.N[C@@H](C)C(=O)N1[C@H](C(=O)NC2=CC=CC=C2)CCC1 (L-alanyl-L-proline anilide hydrobromide). Isolated yield 83.0%. As a reaction SMILES: C(OC([NH:11][C@H:12]([C:14]([N:16]1[CH2:29][CH2:28][CH2:27][C@H:17]1[C:18]([NH:20][C:21]1[CH:26]=[CH:25][CH:24]=[CH:23][CH:22]=1)=[O:19])=[O:15])[CH3:13])=O)C1C=CC=CC=1.CCOCC.[BrH:35]>C(O)(=O)C>[BrH:35].[NH2:11][C@H:12]([C:14]([N:16]1[CH2:29][CH2:28][CH2:27][C@H:17]1[C:18]([NH:20][C:21]1[CH:22]=[CH:23][CH:24]=[CH:25][CH:26]=1)=[O:19])=[O:15])[CH3:13] |f:4.5|. Reported procedure: 10 g (0.025 mol) of N-benzyloxycarbonyl-L-alanyl-L-proline anilide were dissolved in 50 ml of 4-N hydrogen bromide in acetic acid and the solution was stirred at room temperature for 1 hour. 300 ml of dry ether were then added. An oil precipitated out and was allowed to settle. The solution was decanted off and the oil was washed with two 150 ml portions of ether, dissolved in the minimum volume of methanol and treated with an excess of ethyl acetate. The product soon crystallised, there being o... Reactants: [Li+].CC(C)[N-]C(C)C (LDA), C(C)(C)NC(C)C (diisopropyl amine), [Li]CCCC (n-BuLi), FC(C(=O)C(F)(F)F)(F)F (hexafluor-oacetone), C(C)OP(=O)(OCC)Cl (diethylchlorophosphate), C(C)(C)(C)OCCCCC(CC#C)(C)C (8-tert-butoxy-4,4-dimethyl-oct-1-yne), [Li+].CC(C)[N-]C(C)C (LDA), 10-tert-butoxy-1,1,1-trofluoro-6,6-dimethyl-2-trifluoromethyl-dec-3-yn-2-ol, amine, [Li]CCCC (n-BuLi). The solvent is C1CCOC1 (THF), C1CCOC1 (THF), C1CCOC1 (THF). Procedure details: To a solution of 27.62 g of dilsopropyl amine in 28 ml of THF was added at −78° 171 ml of n-BuLi (1.6 M in hexane) the solution was warmed to 0° for 30 min and cooled to −78°. The LDA-solution was treated at −78° with a solution of 59.38 g of the crude 10-tert-butoxy-1,1,1-trofluoro-6,6-dimethyl-2-trifluoromethyl-dec-3-yn-2-ol in 20 ml of THF over 40 min and stirring was continued at −78° for 1 h. The yellow solution was treated at −78° with 47.11 g of diethylchlorophosphate over 30 min, the mix... Conditions: time 1 hour. Yields the product C(C)(C)(C)OCCCCC(CC#CC(C(F)(F)F)(O)C(F)(F)F)(C)C (10-tert-butoxy-1,1,1-trifluoro-6,6-dimethyl-2-trifluoromethyl-dec-3-yn-2-ol). Reaction SMILES: [Li]CCCC.[Li+].CC([N-]C(C)C)C.C(OP(Cl)(OCC)=O)C.C(NC(C)C)(C)C.[C:30]([O:34][CH2:35][CH2:36][CH2:37][CH2:38][C:39]([CH3:44])([CH3:43])[CH2:40][C:41]#[CH:42])([CH3:33])([CH3:32])[CH3:31].[F:45][C:46]([F:54])([F:53])[C:47]([C:49]([F:52])([F:51])[F:50])=[O:48]>C1COCC1>[C:30]([O:34][CH2:35][CH2:36][CH2:37][CH2:38][C:39]([CH3:44])([CH3:43])[CH2:40][C:41]#[C:42][C:47]([C:49]([F:52])([F:51])[F:50])([OH:48])[C:46]([F:54])([F:53])[F:45])([CH3:31])([CH3:32])[CH3:33] |f:1.2|. Reactants: O1C(CCCC1)ONC(=O)[C@@H](C\C=C\C1=CC=CC=C1)[C@H](C(=O)NN(C([C@H](N)CO)=O)CC(C)C)CC(C)C ((E)-2(R)-[1(S)-[(tetrahydro-2(RS)-pyranyloxy)carbamoyl]-4-phenyl-3-butenyl]-2′-isobutyl-4-methyl-2′-(D-seryl)valerohydrazide), C1(=CC=C(C=C1)S(=O)(=O)O)C (p-toluenesulphonic acid). Run in CO (methanol). Run at time 3 hour. Product: C1(=CC=C(C=C1)S(=O)(=O)O)C.ONC(=O)[C@@H](C\C=C\C1=CC=CC=C1)[C@H](C(=O)NN(C([C@H](N)CO)=O)CC(C)C)CC(C)C ((E)-2(R)-[1(S)-(hydroxycarbamoyl)-4-phenyl-3-butenyl]-2′-isobutyl-4-methyl-2′-(D-seryl)valerohydrazide p-toluenesulphonate). Isolated yield 78.7%. As a reaction SMILES: O1CCCCC1[O:7][NH:8][C:9]([C@H:11]([C@@H:21]([CH2:36][CH:37]([CH3:39])[CH3:38])[C:22]([NH:24][N:25]([CH2:32][CH:33]([CH3:35])[CH3:34])[C:26](=[O:31])[C@@H:27]([CH2:29][OH:30])[NH2:28])=[O:23])[CH2:12]/[CH:13]=[CH:14]/[C:15]1[CH:20]=[CH:19][CH:18]=[CH:17][CH:16]=1)=[O:10].[C:40]1([CH3:50])[CH:45]=[CH:44][C:43]([S:46]([OH:49])(=[O:48])=[O:47])=[CH:42][CH:41]=1>CO>[C:40]1([CH3:50])[CH:41]=[CH:42][C:43]([S:46]([OH:49])(=[O:47])=[O:48])=[CH:44][CH:45]=1.[OH:7][NH:8][C:9]([C@H:11]([C@@H:21]([CH2:36][CH:37]([CH3:39])[CH3:38])[C:22]([NH:24][N:25]([CH2:32][CH:33]([CH3:34])[CH3:35])[C:26](=[O:31])[C@@H:27]([CH2:29][OH:30])[NH2:28])=[O:23])[CH2:12]/[CH:13]=[CH:14]/[C:15]1[CH:20]=[CH:19][CH:18]=[CH:17][CH:16]=1)=[O:10] |f:3.4|. Procedure: A solution of 0.175 g (E)-2(R)-[1(S)-[(tetrahydro-2(RS)-pyranyloxy)carbamoyl]-4-phenyl-3-butenyl]-2′-isobutyl-4-methyl-2′-(D-seryl)valerohydrazide in 2 ml of methanol was treated with 0.073 g of p-toluenesulphonic acid. The mixture was stirred for 3 hours at room temperature and evaporated. The residue was triturated with diethyl ether, filtered off and dried to give 0.160 g of (E)-2(R)-[1(S)-(hydroxycarbamoyl)-4-phenyl-3-butenyl]-2′-isobutyl-4-methyl-2′-(D-seryl)valerohydrazide p-toluenesulphon... Reactants: CC(C)C12C=CC(C)(CC1)C(C(=O)O)N2, [Pd]. Product: CC(C)C12CCC(C)(CC1)C(C(=O)O)N2. Reaction SMILES: [CH:1]([CH3:2])([CH3:3])[C:4]12[NH:5][CH:6]([C:13](=[O:14])[OH:15])[C:7]([CH3:12])([CH:8]=[CH:9]1)[CH2:10][CH2:11]2.[Pd:16]>>[CH:1]([CH3:2])([CH3:3])[C:4]12[NH:5][CH:6]([C:13](=[O:14])[OH:15])[C:7]([CH3:12])([CH2:8][CH2:9]1)[CH2:10][CH2:11]2.